This data is from the Open Reaction Database (ORD), a public repository of structured organic reaction records. The task is: describe an organic reaction: reactants, conditions, products, and yield The reactants are C1(=CC=CC=C1)COC(N[C@@H]1C(N(C1)C(=O)NP(=O)(N(C)C)N(C)C)=O)=O ((S)-[1-[[[bis-(dimethylamino)phophinyl]amino]carbonyl]2-oxo-3-azetidinyl]carbamic acid phenylmethyl ester), C1(=CC=CC=C1)CC(=O)Cl (phenylacetyl chloride). The reagents and catalysts are [Pd] (Pd on carbon). The solvent is C(C)N(CC)CC (triethylamine). Yields the product CN(C)P(=O)(N(C)C)NC(=O)N1C([C@H](C1)NC(CC1=CC=CC=C1)=O)=O ((S)-N-[1-[[[bis-(Dimethylamino)phoshinyl]amino]carbonyl]-2-oxo-3-azetidinyl]benzeneacetamide). Reaction SMILES: C1(CO[C:9](=[O:27])[NH:10][C@H:11]2[CH2:14][N:13]([C:15]([NH:17][P:18]([N:23]([CH3:25])[CH3:24])([N:20]([CH3:22])[CH3:21])=[O:19])=[O:16])[C:12]2=[O:26])C=CC=CC=1.[C:28]1([CH2:34]C(Cl)=O)[CH:33]=[CH:32][CH:31]=[CH:30][CH:29]=1>[Pd].C(N(CC)CC)C>[CH3:25][N:23]([P:18]([NH:17][C:15]([N:13]1[CH2:14][C@H:11]([NH:10][C:9](=[O:27])[CH2:34][C:28]2[CH:33]=[CH:32][CH:31]=[CH:30][CH:29]=2)[C:12]1=[O:26])=[O:16])([N:20]([CH3:21])[CH3:22])=[O:19])[CH3:24]. Reported procedure: By a procedure analogous to that used in the second part of Example IV, (S)-[1-[[[bis-(dimethylamino)phophinyl]amino]carbonyl]2-oxo-3-azetidinyl]carbamic acid phenylmethyl ester, produced as in the previous Example, is hydrogenated in the presence of 10% Pd on carbon catalyst, and the intermediate thus obtained is acylated by reaction with phenylacetyl chloride and triethylamine to obtain the title compound.